From a dataset of the Open Reaction Database (ORD), a public repository of structured organic reaction records. describe an organic reaction: reactants, conditions, products, and yield Reactants: ClC1=CC=C(N=N1)C(=O)N1CCN(CC1)C1=NC=C(C=C1C)C1CC1 ((6-chloropyridazin-3-yl)[4-(5-cyclopropyl-3-methylpyridin-2-yl)piperazin-1-yl]methanone), N1C(CCC1)=O (pyrrolidin-2-one). Yields the product C1(CC1)C=1C=C(C(=NC1)N1CCN(CC1)C(=O)C1=CC=C(N=N1)N1C(CCC1)=O)C (1-{6-[4-(5-cyclopropyl-3-methylpyridin-2-yl)piperazine-1-carbonyl]pyridazin-3-yl}pyrrolidin-2-one). The yield is 9.1%. RXN SMILES: Cl[C:2]1[N:7]=[N:6][C:5]([C:8]([N:10]2[CH2:15][CH2:14][N:13]([C:16]3[C:21]([CH3:22])=[CH:20][C:19]([CH:23]4[CH2:25][CH2:24]4)=[CH:18][N:17]=3)[CH2:12][CH2:11]2)=[O:9])=[CH:4][CH:3]=1.[NH:26]1[CH2:30][CH2:29][CH2:28][C:27]1=[O:31]>>[CH:23]1([C:19]2[CH:20]=[C:21]([CH3:22])[C:16]([N:13]3[CH2:14][CH2:15][N:10]([C:8]([C:5]4[N:6]=[N:7][C:2]([N:26]5[CH2:30][CH2:29][CH2:28][C:27]5=[O:31])=[CH:3][CH:4]=4)=[O:9])[CH2:11][CH2:12]3)=[N:17][CH:18]=2)[CH2:25][CH2:24]1. Reported procedure: Using (6-chloropyridazin-3-yl)[4-(5-cyclopropyl-3-methylpyridin-2-yl)piperazin-1-yl]methanone (107 mg) described in Preparation Example 233 and pyrrolidin-2-one (26 mg) and by the reaction and treatment in the same manner as in Example 1, the title compound (11 mg) was obtained. The reactants are O=C([O-])[O-], CN(C)C=O, CC1(C)CC(S(C)(=O)=O)=NO1, COc1ncnc(C(F)(F)F)c1CCl, [K+], [K+], [Na+], O, [SH-]. Product: COc1ncnc(C(F)(F)F)c1[SH](C)C1=NOC(C)(C)C1. Reaction SMILES: [C:14](=[O:15])([O-:16])[O-:17].[CH3:34][N:35]([CH3:36])[CH:37]=[O:38].[CH3:3][C:4]1([CH3:13])[CH2:5][C:6]([S:9](=[O:10])(=[O:11])[CH3:12])=[N:7][O:8]1.[Cl:20][CH2:21][c:22]1[c:23]([O:32][CH3:33])[n:24][cH:25][n:26][c:27]1[C:28]([F:29])([F:30])[F:31].[K+:18].[K+:19].[Na+:2].[OH2:39].[SH-:1]>>[CH3:3][C:4]1([CH3:13])[CH2:5][C:6]([SH:9]([CH3:12])[c:22]2[c:23]([O:32][CH3:33])[n:24][cH:25][n:26][c:27]2[C:28]([F:29])([F:30])[F:31])=[N:7][O:8]1. Run in FC(C(=O)O)(F)F (trifluoroacetic acid). Reaction SMILES: [SH:1][CH2:2][CH:3]([CH3:7])[C:4]([OH:6])=[O:5].O[CH2:9][NH:10][C:11](=[O:13])[CH3:12]>FC(F)(F)C(O)=O>[C:11]([NH:10][CH2:9][S:1][CH2:2][CH:3]([CH3:7])[C:4]([OH:6])=[O:5])(=[O:13])[CH3:12]. Starting materials: SCC(C(=O)O)C (3-Mercapto-2-methylpropanoic acid), OCNC(C)=O (N-hydroxymethylacetamide). Reported procedure: 3-Mercapto-2-methylpropanoic acid (2.4 g.) and N-hydroxymethylacetamide (1.8 g.) are dissolved in trifluoroacetic acid and the solution is stored at room temperature for one hour. The trifluoroacetic acid is removed in vacuo and the residue is dried in vacuo over potassium hydroxide to yield 3-acetamidomethylthio-2-methylpropanoic acid. Product: C(C)(=O)NCSCC(C(=O)O)C (3-acetamidomethylthio-2-methylpropanoic acid). Reaction conditions: time 1 hour. The reagents and catalysts are C=1C=CC(=CC1)[P](C=2C=CC=CC2)(C=3C=CC=CC3)[Pd]([P](C=4C=CC=CC4)(C=5C=CC=CC5)C=6C=CC=CC6)([P](C=7C=CC=CC7)(C=8C=CC=CC8)C=9C=CC=CC9)[P](C=1C=CC=CC1)(C=1C=CC=CC1)C=1C=CC=CC1 (Tetrakis(triphenylphosphine)palladium), [Cu]I (Copper (I) iodide). Reaction conditions: temperature 85 celsius. Reported procedure: Into a 25-mL round-bottom flask purged and maintained with an inert atmosphere of nitrogen was placed a solution of 5-(trifluoromethyl)-1,3-benzothiazole (100 mg, 0.49 mmol, 1.80 equiv) in N,N-dimethylformamide (5.0 mL), tert-butyl 3-[[5-iodo-6-methoxy-2-(morpholin-4-yl)pyrimidin-4-yl]amino]piperidine-1-carboxylate (140.2 mg, 0.27 mmol, 1.00 equiv), Cesium Carbonate (534.3 mg, 6.00 equiv), Tetrakis(triphenylphosphine)palladium (57.8 mg, 0.05 mmol, 0.18 equiv), and Copper (I) iodide (9.5 mg, 0.05... RXN SMILES: [F:1][C:2]([F:13])([F:12])[C:3]1[CH:4]=[CH:5][C:6]2[S:10][CH:9]=[N:8][C:7]=2[CH:11]=1.I[C:15]1[C:16]([NH:29][CH:30]2[CH2:35][CH2:34][CH2:33][N:32]([C:36]([O:38][C:39]([CH3:42])([CH3:41])[CH3:40])=[O:37])[CH2:31]2)=[N:17][C:18]([N:23]2[CH2:28][CH2:27][O:26][CH2:25][CH2:24]2)=[N:19][C:20]=1[O:21][CH3:22].C(=O)([O-])[O-].[Cs+].[Cs+]>CN(C)C=O.C1C=CC([P]([Pd]([P](C2C=CC=CC=2)(C2C=CC=CC=2)C2C=CC=CC=2)([P](C2C=CC=CC=2)(C2C=CC=CC=2)C2C=CC=CC=2)[P](C2C=CC=CC=2)(C2C=CC=CC=2)C2C=CC=CC=2)(C2C=CC=CC=2)C2C=CC=CC=2)=CC=1.[Cu]I>[CH3:22][O:21][C:20]1[N:19]=[C:18]([N:23]2[CH2:28][CH2:27][O:26][CH2:25][CH2:24]2)[N:17]=[C:16]([NH:29][C@@H:30]2[CH2:35][CH2:34][CH2:33][N:32]([C:36]([O:38][C:39]([CH3:42])([CH3:41])[CH3:40])=[O:37])[CH2:31]2)[C:15]=1[C:9]1[S:10][C:6]2[CH:5]=[CH:4][C:3]([C:2]([F:1])([F:12])[F:13])=[CH:11][C:7]=2[N:8]=1 |f:2.3.4,^1:57,59,78,97|. Reactants: FC(C=1C=CC2=C(N=CS2)C1)(F)F (5-(trifluoromethyl)-1,3-benzothiazole), IC=1C(=NC(=NC1OC)N1CCOCC1)NC1CN(CCC1)C(=O)OC(C)(C)C (tert-butyl 3-[[5-iodo-6-methoxy-2-(morpholin-4-yl)pyrimidin-4-yl]amino]piperidine-1-carboxylate), C([O-])([O-])=O.[Cs+].[Cs+] (Cesium Carbonate). Yields the product COC1=C(C(=NC(=N1)N1CCOCC1)N[C@H]1CN(CCC1)C(=O)OC(C)(C)C)C=1SC2=C(N1)C=C(C=C2)C(F)(F)F ((3R)-tert-butyl 3-(6-methoxy-2-morpholino-5-(5-(trifluoromethyl)benzo[d]thiazol-2-yl)pyrimidin-4-ylamino)piperidine-1-carboxylate). The solvent is CN(C=O)C (N,N-dimethylformamide).